describe an organic reaction: reactants, conditions, products, and yield From a dataset of the Open Reaction Database (ORD), a public repository of structured organic reaction records. The reactants are CCCC(c1ccc(C(=O)NCCC(=O)OC(C)(C)C)cc1)C(c1ccc(Cl)cc1)c1nn(C)c2c(Cl)cc(C(F)(F)F)cc12, ClCCl, O=C(O)C(F)(F)F. Yields the product CCCC(c1ccc(C(=O)NCCC(=O)O)cc1)C(c1ccc(Cl)cc1)c1nn(C)c2c(Cl)cc(C(F)(F)F)cc12. Reaction SMILES: [Cl:1][c:2]1[cH:3][c:4]([C:42]([F:43])([F:44])[F:45])[cH:5][c:6]2[c:7]([CH:12]([CH:13]([CH2:14][CH2:15][CH3:16])[c:17]3[cH:18][cH:19][c:20]([C:21](=[O:22])[NH:23][CH2:24][CH2:25][C:26](=[O:27])[O:28][C:29]([CH3:30])([CH3:31])[CH3:32])[cH:33][cH:34]3)[c:35]3[cH:36][cH:37][c:38]([Cl:41])[cH:39][cH:40]3)[n:8][n:9]([CH3:11])[c:10]12.[Cl:53][CH2:54][Cl:55].[F:46][C:47]([F:48])([F:49])[C:50]([OH:51])=[O:52]>>[Cl:1][c:2]1[cH:3][c:4]([C:42]([F:43])([F:44])[F:45])[cH:5][c:6]2[c:7]([CH:12]([CH:13]([CH2:14][CH2:15][CH3:16])[c:17]3[cH:18][cH:19][c:20]([C:21](=[O:22])[NH:23][CH2:24][CH2:25][C:26](=[O:27])[OH:28])[cH:33][cH:34]3)[c:35]3[cH:36][cH:37][c:38]([Cl:41])[cH:39][cH:40]3)[n:8][n:9]([CH3:11])[c:10]12. Reactants: ClC1=C(C(=O)NCCC2=C(C=CC=C2)Cl)C=C(C=C1)C=1C=NN(C1)CC1=CC=C(C=C1)OC (2-chloro-N-[2-(2-chloro-phenyl)-ethyl]-5-[1-(4-methoxy-benzyl)-1H-pyrazol-4-yl]-benzamide), FC(C(=O)O)(F)F (trifluoroacetic acid), C1(=CC=CC=C1)OC (anisole), FC(C(=O)O)(F)F (trifluoroacetic acid), C1(=CC=CC=C1)OC (anisole). Solvent: ClCCl (dichloromethane). Reaction conditions: temperature 110 celsius, time 16 hour. Product: ClC1=C(C(=O)NCCC2=C(C=CC=C2)Cl)C=C(C=C1)C=1C=NNC1 (2-Chloro-N-[2-(2-chloro-phenyl)-ethyl]-5-(1H-pyrazol-4-yl)-benzamide). Isolated yield 112.4%. As a reaction SMILES: [Cl:1][C:2]1[CH:19]=[CH:18][C:17]([C:20]2[CH:21]=[N:22][N:23](CC3C=CC(OC)=CC=3)[CH:24]=2)=[CH:16][C:3]=1[C:4]([NH:6][CH2:7][CH2:8][C:9]1[CH:14]=[CH:13][CH:12]=[CH:11][C:10]=1[Cl:15])=[O:5].FC(F)(F)C(O)=O.C1(OC)C=CC=CC=1>ClCCl>[Cl:1][C:2]1[CH:19]=[CH:18][C:17]([C:20]2[CH:24]=[N:23][NH:22][CH:21]=2)=[CH:16][C:3]=1[C:4]([NH:6][CH2:7][CH2:8][C:9]1[CH:14]=[CH:13][CH:12]=[CH:11][C:10]=1[Cl:15])=[O:5]. Procedure details: To as solution of 2-chloro-N-[2-(2-chloro-phenyl)-ethyl]-5-[1-(4-methoxy-benzyl)-1H-pyrazol-4-yl]-benzamide (20 mg, 0.042 mmol) in dichloromethane (0.2 mL) was added trifluoroacetic acid (24 mg, 0.21 mmol) and anisole (45 mg, 0.42 mmol). The mixture was stirred at 110° C. for 16 h. A second portion of trifluoroacetic acid (0.2 mL) and anisole (45 μL) was added and the mixture was stirred at 110° C. for a further 6 h. The mixture was concentrated in vacuo to dryness and triturated with hexane to ... Procedure: Combine 1,5,14,18-tetra(t-butoxycarbonyl)-1,5,14,18-tetraazaoctadecane (3.5 g, 0.0053 mol), prepared as in step C or example 1, with potassium t-butoxide (2.7 g, 0.024 mol) and 1-iodobutane (2.57 mL, 0.024 mol) in dimethylformamide (10 mL). Stir the reaction for 18 hours. Concentrate the reaction under vacuum (0.5 mm at 45° C.) and dissolve the residue in ethyl acetate (500 mL). Wash with water (2×100 mL), dry over anhydrous magnesium sulfate, filter and concentrate under vacuum. Purify the resi... Starting materials: C(C)(C)(C)OC(=O)NCCCN(CCCCCCCCN(CCCNC(=O)OC(C)(C)C)C(=O)OC(C)(C)C)C(=O)OC(C)(C)C (1,5,14,18-tetra(t-butoxycarbonyl)-1,5,14,18-tetraazaoctadecane), CN(C=O)C (dimethylformamide), CC(C)([O-])C.[K+] (potassium t-butoxide), ICCCC (1-iodobutane). The solvent is C(C)(=O)OCC (ethyl acetate). Reaction SMILES: [C:1]([O:5][C:6]([NH:8][CH2:9][CH2:10][CH2:11][N:12]([C:40]([O:42][C:43]([CH3:46])([CH3:45])[CH3:44])=[O:41])[CH2:13][CH2:14][CH2:15][CH2:16][CH2:17][CH2:18][CH2:19][CH2:20][N:21]([C:33]([O:35][C:36]([CH3:39])([CH3:38])[CH3:37])=[O:34])[CH2:22][CH2:23][CH2:24][NH:25][C:26]([O:28][C:29]([CH3:32])([CH3:31])[CH3:30])=[O:27])=[O:7])([CH3:4])([CH3:3])[CH3:2].C[C:48]([CH3:51])([O-])[CH3:49].[K+].I[CH2:54][CH2:55][CH2:56][CH3:57].[CH3:58]N(C)C=O>C(OCC)(=O)C>[CH2:54]([N:25]([C:26]([O:28][C:29]([CH3:30])([CH3:31])[CH3:32])=[O:27])[CH2:24][CH2:23][CH2:22][N:21]([C:33]([O:35][C:36]([CH3:39])([CH3:38])[CH3:37])=[O:34])[CH2:20][CH2:19][CH2:18][CH2:17][CH2:16][CH2:15][CH2:14][CH2:13][N:12]([C:40]([O:42][C:43]([CH3:46])([CH3:45])[CH3:44])=[O:41])[CH2:11][CH2:10][CH2:9][N:8]([CH2:58][CH2:49][CH2:48][CH3:51])[C:6]([O:5][C:1]([CH3:2])([CH3:3])[CH3:4])=[O:7])[CH2:55][CH2:56][CH3:57] |f:1.2|. Yields the product C(CCC)N(CCCN(CCCCCCCCN(CCCN(C(=O)OC(C)(C)C)CCCC)C(=O)OC(C)(C)C)C(=O)OC(C)(C)C)C(=O)OC(C)(C)C (1,18-bis-(butyl)-1,5,14,18-tetra(t-butoxycarbonyl)-1,5,14,18-tetraazaoctadecane).